This data is from the Open Reaction Database (ORD), a public repository of structured organic reaction records. The task is: describe an organic reaction: reactants, conditions, products, and yield As a reaction SMILES: [BrH:20].[CH3:1][O:2][c:3]1[cH:4][cH:5][c:6]2[c:10]([cH:11]1)[CH:9]([CH:12]([CH2:13][CH3:14])[c:15]1[n:16][cH:17][nH:18][cH:19]1)[CH2:8][CH2:7]2.[NH4+:21].[OH-:22].[OH2:23]>>[OH:2][c:3]1[cH:4][cH:5][c:6]2[c:10]([cH:11]1)[CH:9]([CH:12]([CH2:13][CH3:14])[c:15]1[n:16][cH:17][nH:18][cH:19]1)[CH2:8][CH2:7]2. Yields the product CCC(c1c[nH]cn1)C1CCc2ccc(O)cc21. Reactants: Br, CCC(c1c[nH]cn1)C1CCc2ccc(OC)cc21, [NH4+], [OH-], O. The reactants are BrCC(CBr)(C1=C(C=C(C=C1)F)F)Br (1,2,3-Tribromo-2-(2,4-difluorophenyl)propane), N1N=CN=C1 (1,2,4-Triazole), C(=O)([O-])[O-].[K+].[K+] (K2CO3). The solvent is O (water). Yields the product FC1=C(C=CC(=C1)F)C(CN1N=CN=C1)CN1N=CN=C1 (2-(2,4-Difluorophenyl)-1,3-bis(1H-1,2,4-triazole-l-yl)propane). The yield is 23.9%. Reaction SMILES: Br[CH2:2][C:3](Br)([C:6]1[CH:11]=[CH:10][C:9]([F:12])=[CH:8][C:7]=1[F:13])[CH2:4]Br.[NH:15]1[CH:19]=[N:18][CH:17]=[N:16]1.C([O-])([O-])=O.[K+].[K+]>O>[F:13][C:7]1[CH:8]=[C:9]([F:12])[CH:10]=[CH:11][C:6]=1[CH:3]([CH2:4][N:15]1[CH:19]=[N:18][CH:17]=[N:16]1)[CH2:2][N:15]1[CH:19]=[N:18][CH:17]=[N:16]1 |f:2.3.4|. Procedure: To a mixture of 1,2,3-Tribromo-2-(2,4-difluorophenyl)propane (5 g, 12.7 mmol) and water (25 ml), 1,2,4-Triazole (3.5 g, 50.8 mmol) and K2CO3 (3.5 g, 25.5 mmol) were added. The mixture was heated to reflux for 15-18 hours with vigorous stirring. The reaction mixture was cooled to room temperature and the product was extracted with EtOAc (3×100 ml). The combined EtOAc phase was washed with water and dried (Na2SO4). Evaporation of the solvent in vacuo and purification of the residue on a silica gel... Reactants: ClC=1C=C(C(=O)NCCCl)C=C(C1OCCCCCC1=CC(=NO1)C)Cl (3,5-dichloro-N-(2-chloroethyl)-4-{[5-(3-methyl-5-isoxazolyl)pentyl]oxy}benzamide), N12CCCCCC2=NCCC1 (1,8-diazabicyclo[5.4.0]undec-7-ene). Run in CCOCC (ether), C(Cl)Cl (methylene dichloride). The product is ClC1=C(OCCCCCC2=CC(=NO2)C)C(=CC(=C1)C=1OCCN1)Cl (5-{5-[2,6-dichloro-4-(4,5-dihydro-2-oxazolyl)phenoxy]pentyl}-3-methylisoxazole). The yield is 65.7%. RXN SMILES: [Cl:1][C:2]1[CH:3]=[C:4]([CH:11]=[C:12]([Cl:26])[C:13]=1[O:14][CH2:15][CH2:16][CH2:17][CH2:18][CH2:19][C:20]1[O:24][N:23]=[C:22]([CH3:25])[CH:21]=1)[C:5]([NH:7][CH2:8][CH2:9]Cl)=[O:6].N12CCCN=C1CCCCC2>C(Cl)Cl.CCOCC>[Cl:1][C:2]1[CH:3]=[C:4]([C:5]2[O:6][CH2:9][CH2:8][N:7]=2)[CH:11]=[C:12]([Cl:26])[C:13]=1[O:14][CH2:15][CH2:16][CH2:17][CH2:18][CH2:19][C:20]1[O:24][N:23]=[C:22]([CH3:25])[CH:21]=1. Reported procedure: To a solution of 1.0 g 3,5-dichloro-N-(2-chloroethyl)-4-{[5-(3-methyl-5-isoxazolyl)pentyl]oxy}benzamide in 75 ml methylene dichloride was added 0.92 g 1,8-diazabicyclo[5.4.0]undec-7-ene, and the mixture was heated at reflux for about 16 hrs. The reaction mixture was concentrated in vacuo and the residue partitioned between 150 ml ethyl acetate and 50 ml water. The organic layer was separated, washed with water and saturated sodium chloride solution, dried over anhydrous magnesium sulfate and con... Starting materials: CC(C)(C)OC(=O)CBr, CC(N)c1ccccc1, CC#N, [NH4+], [OH-], O. Product: CC(NCC(=O)OC(C)(C)C)c1ccccc1. Reaction SMILES: [Br:13][CH2:14][C:15](=[O:16])[O:17][C:18]([CH3:19])([CH3:20])[CH3:21].[CH3:1][CH:2]([c:3]1[cH:4][cH:5][cH:6][cH:7][cH:8]1)[NH2:9].[CH3:22][C:23]#[N:24].[NH4+:11].[OH-:12].[OH2:10]>>[CH3:1][CH:2]([c:3]1[cH:4][cH:5][cH:6][cH:7][cH:8]1)[NH:9][CH2:14][C:15](=[O:16])[O:17][C:18]([CH3:19])([CH3:20])[CH3:21]. The reactants are BrCCCP(=O)(C(=O)C1=C(C=C(C=C1C)C)C)C(=O)C1=C(C=C(C=C1C)C)C (((3-Bromopropyl)-phosphoryl)bis(mesitylmethanone)), CC=1NC=CN1 (methylimidazol), C1(=CC=CC=C1)C (toluene). Reaction conditions: temperature 50 celsius, time 24 hour. Yields the product [Br-].CC1=C(C(=O)P(=O)(C(C2=C(C=C(C=C2C)C)C)=O)CCC[N+]2=CN(C=C2)C)C(=CC(=C1)C)C (3-(3-(bis(2,4,6-trimethylbenzoyl)phosphoryl)propyl)-1-methyl-1H-imidazol-3-ium Bromide). RXN SMILES: [Br:1][CH2:2][CH2:3][CH2:4][P:5]([C:18]([C:20]1[C:25]([CH3:26])=[CH:24][C:23]([CH3:27])=[CH:22][C:21]=1[CH3:28])=[O:19])([C:7]([C:9]1[C:14]([CH3:15])=[CH:13][C:12]([CH3:16])=[CH:11][C:10]=1[CH3:17])=[O:8])=[O:6].C[C:30]1[NH:31][CH:32]=[CH:33][N:34]=1.[C:35]1(C)C=CC=CC=1>>[Br-:1].[CH3:17][C:10]1[CH:11]=[C:12]([CH3:16])[CH:13]=[C:14]([CH3:15])[C:9]=1[C:7]([P:5]([CH2:4][CH2:3][CH2:2][N+:34]1[CH:33]=[CH:32][N:31]([CH3:35])[CH:30]=1)([C:18](=[O:19])[C:20]1[C:25]([CH3:26])=[CH:24][C:23]([CH3:27])=[CH:22][C:21]=1[CH3:28])=[O:6])=[O:8] |f:3.4|. Procedure: ((3-Bromopropyl)-phosphoryl)bis(mesitylmethanone) of example 5 (825 mg, 1.78 mmol, 1 eq.) and methylimidazol (0.15 mL, 155 mg, 1.89 mmol, 1.06 eq.) were dissolved in toluene (2 mL). The solution was stirred for 24 h at 50° C. A yellow precipitate was formed. The solution was decanted and the yellow solid was washed three times with 2 mL toluene. The microcrystalline product was dried for two hours in vacuo.